Dataset: the Open Reaction Database (ORD), a public repository of structured organic reaction records. Task: describe an organic reaction: reactants, conditions, products, and yield The reactants are CN(C(C1=CC=C(C=C1)F)=O)C (N,N-dimethyl-4-fluorobenzamide), P(=O)(Cl)(Cl)Cl (phosphorous oxychloride), C(C)(=O)[O-].[Na+] (sodium acetate), CSC=1NC=CC1 (2-methylthiopyrrole). Run in ClCCCl (1,2-dichloroethane), O (water). Conditions: time 0.5 hour. Product: CSC=1NC(=CC1)C(C1=CC=C(C=C1)F)=O (2-(methylthio)-5-(4-fluorobenzoyl)pyrrole). Isolated yield 54.4%. Reaction SMILES: CN(C)[C:3](=[O:11])[C:4]1[CH:9]=[CH:8][C:7]([F:10])=[CH:6][CH:5]=1.P(Cl)(Cl)(Cl)=O.[CH3:18][S:19][C:20]1[NH:21][CH:22]=[CH:23][CH:24]=1.C([O-])(=O)C.[Na+]>ClCCCl.O>[CH3:18][S:19][C:20]1[NH:21][C:22]([C:3](=[O:11])[C:4]2[CH:5]=[CH:6][C:7]([F:10])=[CH:8][CH:9]=2)=[CH:23][CH:24]=1 |f:3.4|. Reported procedure: A solution of N,N-dimethyl-4-fluorobenzamide (8.4 g, 0.05 moles) in anhydrous 1,2-dichloroethane (170 ml) containing phosphorous oxychloride (7.7 g, 0.05 moles) was heated at reflux temperature for 1 hour. At the end of this time 2-methylthiopyrrole (2.82 g, 0.025 moles) was added and heating was continued for an additional 0.5 hour. The solution was cooled to room temperature, and to the cooled solution was cautiously added, with good agitation, a solution of sodium acetate (12.3 g, 0.15 moles)...